From a dataset of the Open Reaction Database (ORD), a public repository of structured organic reaction records. describe an organic reaction: reactants, conditions, products, and yield Starting materials: C1(=CC=CC=C1)C1=C(N=NC(=C1)Cl)Cl (4-phenyl-3,6-dichloropyridazine), C(C)OCC.CCCCCC (diethyl ether hexane), C[O-].[Na+] (sodium methoxide), ice. Solvent: CO (methanol), CO (methanol). Yields the product ClC=1N=NC(=CC1C1=CC=CC=C1)OC (3-chloro-6-methoxy-4-phenylpyridazine), ( 2-1 ). RXN SMILES: C[O-].[Na+].[C:4]1([C:10]2[CH:15]=[C:14](Cl)[N:13]=[N:12][C:11]=2[Cl:17])[CH:9]=[CH:8][CH:7]=[CH:6][CH:5]=1.[CH2:18]([O:20]CC)C.CCCCCC>CO>[Cl:17][C:11]1[N:12]=[N:13][C:14]([O:20][CH3:18])=[CH:15][C:10]=1[C:4]1[CH:9]=[CH:8][CH:7]=[CH:6][CH:5]=1 |f:0.1,3.4|. Procedure: A commercial solution of 25 wt % sodium methoxide in methanol (0.49 mL, 2.0 mmol) was added drop wise to an ice-cooled solution of 4-phenyl-3,6-dichloropyridazine (1-1; 448 mg, 2.0 mmol) in dry methanol (10 mL). This solution was gradually warmed to room temperature over three hours. The solvent was evaporated and the residue dissolved in methylene chloride, washed with aq. NaHCO4, the organic layer dried over anhydrous Na2SO4, filtered and evaporated to give a 2:1 mixture of isomeric products. ... Reactants: CC1=C(C(=CC=C1)C1=CC=CC=C1)C(=O)O (methylbiphenyl-2-carboxylic acid), C(C(=O)Cl)(=O)Cl (oxalyl chloride), O.NN (hydrazine monohydrate). Reagents/catalysts: CN(C=O)C (N,N-dimethylformamide). The solvent is O1CCCC1 (tetrahydrofuran), O1CCCC1 (tetrahydrofuran), O (water). Conditions: time 16 hour. Yields the product CC1=CC=C(C=C1)C=1C(=CC=CC1)C(=O)NN (4'-methylbiphenyl-2-carbohydrazide). The yield is 63.0%. As a reaction SMILES: C[C:2]1[CH:7]=[CH:6][CH:5]=[C:4]([C:8]2[CH:13]=[CH:12][CH:11]=[CH:10][CH:9]=2)[C:3]=1[C:14](O)=O.[C:17](Cl)(=O)C(Cl)=O.[OH2:23].[NH2:24][NH2:25]>O1CCCC1.CN(C)C=O.O>[CH3:17][C:11]1[CH:10]=[CH:9][C:8]([C:4]2[C:3]([C:14]([NH:24][NH2:25])=[O:23])=[CH:2][CH:7]=[CH:6][CH:5]=2)=[CH:13][CH:12]=1 |f:2.3|. Procedure details: To a solution of 4,-methylbiphenyl-2-carboxylic acid (6.4 g) in tetrahydrofuran (50 ml) were added N,N-dimethylformamide (two drops) and oxalyl chloride (4.4 g). The mixture was stirred for 16 hours at room temperature. The solvent was evaporated to dryness under reduced pressure to give an oil, which was added dropwise to a solution of hydrazine monohydrate (7.5 g) in tetrahydrofuran (50 ml) with stirring, followed by stirring for further 6 hours. The reaction mixture was diluted with water, wh... The reactants are C(C1=CC=CC=C1)OC=1C=C(C=O)C=CC1C (3-(benzyloxy)-4-methylbenzaldehyde), C1(=CC=CC=C1)P(C1=CC=CC=C1)(C1=CC=CC=C1)=CC(=O)OCC (ethyl (triphenylphosphoranylidene)acetate). The solvent is C1(=CC=CC=C1)C (toluene). Run at temperature 70 celsius, time 15 hour. Product: C(C1=CC=CC=C1)OC=1C=C(C=CC1C)C=CC(=O)OCC (ethyl 3-(3-(benzyloxy)-4-methylphenyl)acrylate). Yield: 76.3%. As a reaction SMILES: [CH2:1]([O:8][C:9]1[CH:10]=[C:11]([CH:14]=[CH:15][C:16]=1[CH3:17])[CH:12]=O)[C:2]1[CH:7]=[CH:6][CH:5]=[CH:4][CH:3]=1.C1(P(=[CH:37][C:38]([O:40][CH2:41][CH3:42])=[O:39])(C2C=CC=CC=2)C2C=CC=CC=2)C=CC=CC=1>C1(C)C=CC=CC=1>[CH2:1]([O:8][C:9]1[CH:10]=[C:11]([CH:12]=[CH:37][C:38]([O:40][CH2:41][CH3:42])=[O:39])[CH:14]=[CH:15][C:16]=1[CH3:17])[C:2]1[CH:7]=[CH:6][CH:5]=[CH:4][CH:3]=1. Reported procedure: Under a nitrogen atmosphere, to a solution of 3-(benzyloxy)-4-methylbenzaldehyde (2.50 g) in toluene (50 mL) was added ethyl (triphenylphosphoranylidene)acetate (4.20 g), and the mixture was stirred at 70° C. for 15 hr. The reaction mixture was concentrated, diethyl ether (100 mL) was added, and the insoluble material was filtered off. The filtrate was concentrated under reduced pressure. The residue was purified by silica gel column chromatography (ethyl acetate/hexane) to give the title compou... The reactants are ClC(c1ccccc1)(c1ccccc1)c1ccccc1, CN(C)c1ccncc1, CCc1ccc(C2OC(CO)C(O)C(O)C2O)cc1Cc1ccc2c(c1)OCCO2, c1ccncc1. Yields the product CCc1ccc(C2OC(COC(c3ccccc3)(c3ccccc3)c3ccccc3)C(O)C(O)C2O)cc1Cc1ccc2c(c1)OCCO2. As a reaction SMILES: [C:31]([c:32]1[cH:33][cH:34][cH:35][cH:36][cH:37]1)([c:38]1[cH:39][cH:40][cH:41][cH:42][cH:43]1)([c:44]1[cH:45][cH:46][cH:47][cH:48][cH:49]1)[Cl:50].[CH3:57][N:58]([c:59]1[cH:60][cH:61][n:62][cH:63][cH:64]1)[CH3:65].[O:1]1[CH2:2][CH2:3][O:4][c:5]2[c:6]1[cH:7][cH:8][c:9]([CH2:11][c:12]1[cH:13][c:14]([CH:20]3[O:21][CH:22]([CH2:29][OH:30])[CH:23]([OH:28])[CH:24]([OH:27])[CH:25]3[OH:26])[cH:15][cH:16][c:17]1[CH2:18][CH3:19])[cH:10]2.[cH:51]1[cH:52][cH:53][n:54][cH:55][cH:56]1>>[O:1]1[CH2:2][CH2:3][O:4][c:5]2[c:6]1[cH:7][cH:8][c:9]([CH2:11][c:12]1[cH:13][c:14]([CH:20]3[O:21][CH:22]([CH2:29][O:30][C:31]([c:32]4[cH:33][cH:34][cH:35][cH:36][cH:37]4)([c:38]4[cH:39][cH:40][cH:41][cH:42][cH:43]4)[c:44]4[cH:45][cH:46][cH:47][cH:48][cH:49]4)[CH:23]([OH:28])[CH:24]([OH:27])[CH:25]3[OH:26])[cH:15][cH:16][c:17]1[CH2:18][CH3:19])[cH:10]2. The reactants are CC(=O)SCC(C)C(=O)Cl, CC(=O)SCC(C)C(=O)NC(C(=O)O)C(C)C, CC(C)C(N)C(=O)O, [Na+], [Na+], O=C([O-])[O-], O. Product: CC(CS)C(=O)NC(C(=O)O)C(C)C. Reaction SMILES: [C:15]([S:16][CH2:17][CH:18]([CH3:19])[C:20]([Cl:21])=[O:22])(=[O:23])[CH3:24].[C:25](=[O:26])([CH3:27])[S:28][CH2:29][CH:30]([C:31](=[O:32])[NH:33][CH:34]([CH:35]([CH3:36])[CH3:37])[C:38](=[O:39])[OH:40])[CH3:41].[CH3:1][CH:2]([CH:3]([C:4](=[O:5])[OH:6])[NH2:7])[CH3:8].[Na+:10].[Na+:9].[O-:11][C:12](=[O:13])[O-:14].[OH2:42]>>[SH:28][CH2:29][CH:30]([C:31](=[O:32])[NH:33][CH:34]([CH:35]([CH3:36])[CH3:37])[C:38](=[O:39])[OH:40])[CH3:41]. The reactants are BrCCCCCCC(=O)OCC (ethyl 7-bromoheptanoate), [Li+].[OH-] (LiOH), Cl (HCl). Solvent: CCO (EtOH), O (H2O). Conditions: time 8 hour. Product: BrCCCCCCC(=O)O (7-Bromoheptanoic acid). Yield: 96.5%. RXN SMILES: [Br:1][CH2:2][CH2:3][CH2:4][CH2:5][CH2:6][CH2:7][C:8]([O:10]CC)=[O:9].[Li+].[OH-].Cl>CCO.O>[Br:1][CH2:2][CH2:3][CH2:4][CH2:5][CH2:6][CH2:7][C:8]([OH:10])=[O:9] |f:1.2|. Procedure: to a solution of ethyl 7-bromoheptanoate (2.0 g, 8.43 mmol, 1 eq) in EtOH (15 mL) and H2O (10 mL) was added LiOH (2.0 g, 83.3 mmol, 10 eq). The mixture was stirred overnight at room temperature. The mixture was neutralized with 2N aqueous HCl with cooling in an ice-water bath, and the mixture was extracted with EtOAc. The EtOAc layer was separated, washed with water and brine, and dried over Na2SO4. Filtration and concentration in vacuo gave 1.7 g (96%) of the 7-Bromoheptanoic acid as a white so...